The task is: describe an organic reaction: reactants, conditions, products, and yield. This data is from the Open Reaction Database (ORD), a public repository of structured organic reaction records. Starting materials: ice, polyphosphoric acid, CC1=CC=CC(=N1)N (6-methyl-2-pyridinamine), [OH-].[Na+] (sodium hydroxide), BrC(C(CC(=O)OC)=O)CC (methyl 4-bromo-3-oxohexanoate). Conditions: temperature 110 celsius, time 5 hour. Product: BrC(CC)C=1N=C2N(C(C1)=O)C(=CC=C2)C (2-(1-bromopropyl)-6-methyl-4H-pyrido[1,2-a]pyrimidin-4-one). Yield: 64.5%. RXN SMILES: [CH3:1][C:2]1[N:7]=[C:6]([NH2:8])[CH:5]=[CH:4][CH:3]=1.[Br:9][CH:10]([CH2:18][CH3:19])[C:11](=O)[CH2:12][C:13](OC)=[O:14].[OH-].[Na+]>>[Br:9][CH:10]([C:11]1[N:8]=[C:6]2[CH:5]=[CH:4][CH:3]=[C:2]([CH3:1])[N:7]2[C:13](=[O:14])[CH:12]=1)[CH2:18][CH3:19] |f:2.3|. Procedure: To a manually stirred polyphosphoric acid (80 g, 800 mmol) in a 1000 mL beaker at room temperature was added 6-methyl-2-pyridinamine (15 g, 140 mmol), followed by methyl 4-bromo-3-oxohexanoate (37.3 g, 167 mmol). The mixture was heated with stirring at 110° C. for 5 h. After cooling, the dark slurry was transferred into 300 g of ice. The pH of the mixture was adjust to 6-7 with 10% sodium hydroxide. The precipitate was collected by filtration under reduced pressure, washed with water, and air dr... Starting materials: NC[C@@H]1CN(CC1)C(=O)OC(C)(C)C ((R)-3-aminomethyl-1-N-tert-butoxycarbonyl-pyrrolidine), BrC=1C=C(NC1Br)C(=O)O (4,5-dibromo-1H-pyrrole-2-carboxylic acid). Product: C(C)(C)(C)OC(=O)N1C[C@H](CC1)CNC(=O)C=1NC(=C(C1)Br)Br ((R)-3-{[(4,5-dibromo-1H-pyrrole-2-carbonyl)-amino]-methyl}-pyrrolidine-1-carboxylic acid tert-butyl ester). Reaction SMILES: [NH2:1][CH2:2][C@H:3]1[CH2:7][CH2:6][N:5]([C:8]([O:10][C:11]([CH3:14])([CH3:13])[CH3:12])=[O:9])[CH2:4]1.[Br:15][C:16]1[CH:17]=[C:18]([C:22](O)=[O:23])[NH:19][C:20]=1[Br:21]>>[C:11]([O:10][C:8]([N:5]1[CH2:6][CH2:7][C@H:3]([CH2:2][NH:1][C:22]([C:18]2[NH:19][C:20]([Br:21])=[C:16]([Br:15])[CH:17]=2)=[O:23])[CH2:4]1)=[O:9])([CH3:14])([CH3:13])[CH3:12]. Procedure details: 60.1 Using general procedure E, (R)-3-aminomethyl-1-N-tert-butoxycarbonyl-pyrrolidine was coupled with 4,5-dibromo-1H-pyrrole-2-carboxylic acid to give (R)-3-{[(4,5-dibromo-1H-pyrrole-2-carbonyl)-amino]-methyl}-pyrrolidine-1-carboxylic acid tert-butyl ester. Pale yellow solid. MS449.9 ([M−H]−) Reactants: C(C1=CC=CC=C1)ONC([C@@H](C(C)C)NS(=O)(=O)C1=CC=CC=C1)=O (N-benzyloxy-2(R)-[(benzenesulfonyl)amino]-3-methyl butanamide). Reagents/catalysts: [OH-].[OH-].[Pd+2] (Pearlman's catalyst). Solvent: CO (MeOH). Conditions: time 3 hour. Yields the product ONC([C@@H](C(C)C)NS(=O)(=O)C1=CC=CC=C1)=O (N-hydroxy-2(R)-[(benzenesulfonyl)amino]-3-methyl butanamide). Yield: 80.0%. As a reaction SMILES: C([O:8][NH:9][C:10](=[O:25])[C@H:11]([NH:15][S:16]([C:19]1[CH:24]=[CH:23][CH:22]=[CH:21][CH:20]=1)(=[O:18])=[O:17])[CH:12]([CH3:14])[CH3:13])C1C=CC=CC=1>[OH-].[OH-].[Pd+2].CO>[OH:8][NH:9][C:10](=[O:25])[C@H:11]([NH:15][S:16]([C:19]1[CH:24]=[CH:23][CH:22]=[CH:21][CH:20]=1)(=[O:18])=[O:17])[CH:12]([CH3:13])[CH3:14] |f:1.2.3|. Procedure: A suspension of N-benzyloxy-2(R)-[(benzenesulfonyl)amino]-3-methyl butanamide (100 mg, 0.280 mmol) and Pearlman's catalyst (25 mg) in MeOH (10 mL) is hydrogenated at 1 atmosphere for 3 hours. The mixture is filtered through celite, and the filtrate is concentrated. The desired material is crystallized from EtOAc/pentane to give 61 mg (80%) of the title compound as a crystalline solid. mp 154°-155° C.; IR (mineral oil) 3268, 2925, 2954, 2881, 2855, 1636, 1449, 1336, 1165, 694 cm-1; 1H NMR (300 MH... Starting materials: BrCC1CC1, COc1nn2c(Br)cccc2c1NC(=O)OC(C)(C)C, CCOC(C)=O, CN(C)C=O, [H-], [Na+]. Yields the product COc1nn2c(Br)cccc2c1N(CC1CC1)C(=O)OC(C)(C)C. RXN SMILES: [Br:23][CH2:24][CH:25]1[CH2:26][CH2:27]1.[Br:3][c:4]1[cH:5][cH:6][cH:7][c:8]2[n:9]1[n:10][c:11]([O:21][CH3:22])[c:12]2[NH:13][C:14]([O:15][C:16]([CH3:17])([CH3:18])[CH3:19])=[O:20].[CH3:28][CH2:29][O:30][C:31](=[O:32])[CH3:33].[CH3:34][N:35]([CH3:36])[CH:37]=[O:38].[H-:1].[Na+:2]>>[Br:3][c:4]1[cH:5][cH:6][cH:7][c:8]2[n:9]1[n:10][c:11]([O:21][CH3:22])[c:12]2[N:13]([C:14]([O:15][C:16]([CH3:17])([CH3:18])[CH3:19])=[O:20])[CH2:24][CH:25]1[CH2:26][CH2:27]1. Starting materials: C(C)(=O)[O-].[Na+] (Sodium acetate), C([O-])(O)=O.[Na+] (sodium bicarbonate), C(C)(C)(C)OC(=O)N1CCN(CC1)C1=C2N=C(N(C2=NC=N1)C)Cl (4-(8-chloro-9-methyl-9H-purin-6-yl)-piperazine-1-carboxylic acid t-butyl ester). Solvent: CS(=O)C (dimethylsulfoxide). Run at temperature 135 celsius. The product is C(C)(C)(C)OC(=O)N1CCN(CC1)C1=C2NC(N(C2=NC=N1)C)=O (4-(9-Methyl-8-oxo-8,9-dihydro-7H-purin-6-yl)-piperazine-1-carboxylic acid t-butyl ester). The yield is 53.5%. Reaction SMILES: C([O-])(=[O:3])C.[Na+].C(=O)(O)[O-].[Na+].[C:11]([O:15][C:16]([N:18]1[CH2:23][CH2:22][N:21]([C:24]2[N:32]=[CH:31][N:30]=[C:29]3[C:25]=2[N:26]=[C:27](Cl)[N:28]3[CH3:33])[CH2:20][CH2:19]1)=[O:17])([CH3:14])([CH3:13])[CH3:12]>CS(C)=O>[C:11]([O:15][C:16]([N:18]1[CH2:23][CH2:22][N:21]([C:24]2[N:32]=[CH:31][N:30]=[C:29]3[C:25]=2[NH:26][C:27](=[O:3])[N:28]3[CH3:33])[CH2:20][CH2:19]1)=[O:17])([CH3:14])([CH3:13])[CH3:12] |f:0.1,2.3|. Procedure details: Sodium acetate (0.168 g) and sodium bicarbonate (0.100 g) were added to a solution of 4-(8-chloro-9-methyl-9H-purin-6-yl)-piperazine-1-carboxylic acid t-butyl ester (0.353 g) in dimethylsulfoxide (5 mL). This was then heated at 135° C. for 64 hours. The reaction solution was filtered, and was directly loaded onto a column for purification by reverse phase high performance liquid chromatography to give the title compound (0.179 g). Starting materials: CC(=CC=CC(C)=O)CCC=C(C)C (6,10-dimethyl-3,5,9-undecatrien-2-one), CC(=CCC/C(=C/C=C/C(=O)C)/C)C (pseudoionone), CC(C)=CCCC(C)=CC=O (citral), CC(=O)C (acetone). The reagents and catalysts are [Pd] (palladium on activated carbon). Run in C(C)O (ethyl alcohol). Product: CC(CCCC(C)=O)CCCC(C)C (6,10-dimethyl-2-undecanone). Yield: 86.7%. As a reaction SMILES: [CH3:1][C:2]([CH2:9][CH2:10][CH:11]=[C:12]([CH3:14])[CH3:13])=[CH:3][CH:4]=[CH:5][C:6](=[O:8])[CH3:7].CC(C)=CCC/C(/C)=C/C=C/C(C)=O.CC(=CCCC(=CC=O)C)C.CC(C)=O>[Pd].C(O)C>[CH3:1][CH:2]([CH2:9][CH2:10][CH2:11][CH:12]([CH3:14])[CH3:13])[CH2:3][CH2:4][CH2:5][C:6](=[O:8])[CH3:7]. Procedure: A mixture of 17.82 g (92.8 mmoles) of 6,10-dimethyl-3,5,9-undecatrien-2-one ("pseudoionone", prepared from citral and acetone as described by A. Russell, et al., Organic Syntheses, Collective Volume-3, pages 747-750) and 1.0 g of 5% palladium on activated carbon in 50 mL of absolute ethyl alcohol was shaken vigorously under a hydrogen atmosphere (approximately 2-3 atm. pressure) for 30 minutes. After removal of the catalyst by filtration through a small pad of Hyflo Super-Cel® filtering aid, the... Reactants: C(C)(=O)O (Acetic acid), [F-].C(CCC)[N+](CCCC)(CCCC)CCCC.C1CCOC1 (tetra-n-butyl ammonium fluoride THF), C(C=C)OC(=O)N1C[C@H](C[C@H]1C(C=1N2C(SC1)=CN=C2)O)SC=2[C@@H]([C@H]1N(C2C(=O)OCC=C)C([C@@H]1[C@@H](C)O[Si](C)(C)C(C)(C)C)=O)C (allyl(1R,5S,6S)-2-[(3S,5S)-1-allyloxycarbonyl-5-[1-hydroxy-1-(imidazo[5,1-b]thiazol-3-yl)methyl]pyrrolidin-3-yl]thio-6-[(1R)-1-(t-butyldimethylsilyloxy)ethyl]-1-methylcarbapen-2-em-3-carboxylate). As a reaction SMILES: C(O)(=O)C.[F-].C([N+](CCCC)(CCCC)CCCC)CCC.C1COCC1.[CH2:28]([O:31][C:32]([N:34]1[C@H:38]([CH:39]([OH:48])[C:40]2[N:41]3[CH:47]=[N:46][CH:45]=[C:42]3[S:43][CH:44]=2)[CH2:37][C@H:36]([S:49][C:50]2[C@H:51]([CH3:74])[C@@H:52]3[C@@H:62]([C@H:63]([O:65][Si](C(C)(C)C)(C)C)[CH3:64])[C:61](=[O:73])[N:53]3[C:54]=2[C:55]([O:57][CH2:58][CH:59]=[CH2:60])=[O:56])[CH2:35]1)=[O:33])[CH:29]=[CH2:30]>C1COCC1.C(OCC)(=O)C>[CH2:28]([O:31][C:32]([N:34]1[C@H:38]([CH:39]([OH:48])[C:40]2[N:41]3[CH:47]=[N:46][CH:45]=[C:42]3[S:43][CH:44]=2)[CH2:37][C@H:36]([S:49][C:50]2[C@H:51]([CH3:74])[C@@H:52]3[C@@H:62]([C@H:63]([OH:65])[CH3:64])[C:61](=[O:73])[N:53]3[C:54]=2[C:55]([O:57][CH2:58][CH:59]=[CH2:60])=[O:56])[CH2:35]1)=[O:33])[CH:29]=[CH2:30] |f:1.2.3|. Yield: 66.8%. Product: C(C=C)OC(=O)N1C[C@H](C[C@H]1C(C=1N2C(SC1)=CN=C2)O)SC=2[C@@H]([C@H]1N(C2C(=O)OCC=C)C([C@@H]1[C@@H](C)O)=O)C (allyl(1R,5S,6S)-2-[(3S,5S)-1-allyloxycarbonyl-5-[1-hydroxy-1-(imidazo[5,1-b]thiazol-3-yl)methyl]pyrrolidin-3-yl]thio-6-((1R)-1-hydroxyethyl)-1-methylcarbapen-2-em-3-carboxylate). Procedure details: Acetic acid (0.26 ml) and 1.52 ml of a 1 M tetra-n-butyl ammonium fluoride/THF solution are added to a solution of 213 mg of allyl(1R,5S,6S)-2-[(3S,5S)-1-allyloxycarbonyl-5-[1-hydroxy-1-(imidazo[5,1-b]thiazol-3-yl)methyl]pyrrolidin-3-yl]thio-6-[(1R)-1-(t-butyldimethylsilyloxy)ethyl]-1-methylcarbapen-2-em-3-carboxylate (stereoisomer B) in 4.5 ml of anhydrous THF, and the mixture is stirred in an argon atmosphere at room temperature for 38 hr. The reaction solution is diluted with 80 ml of ethyl a... The solvent is C1CCOC1 (THF), C(C)(=O)OCC (ethyl acetate). Conditions: time 38 hour.